describe an organic reaction: reactants, conditions, products, and yield From a dataset of the Open Reaction Database (ORD), a public repository of structured organic reaction records. Starting materials: CC1=NN(C(=C1C1=CC=CC=C1)C)C1=CC=C(C=C1)CCNC(OC1=CC=CC=C1)=O (Phenyl 2-[4-(3,5-dimethyl-4-phenyl-1H-pyrazol-1-yl)phenyl]ethylcarbamate), CC1=NC(=NC(=C1)C)S(=O)(=O)N (4,6-dimethylpyrimidine-2-sulfonamide). The product is CC1=NN(C(=C1C1=CC=CC=C1)C)C1=CC=C(C=C1)CCNC(=O)NS(=O)(=O)C1=NC(=CC(=N1)C)C (N-[({2-[4-(3,5-dimethyl-4-phenyl-1H-pyrazol-1-yl)phenyl]ethyl}amino)carbonyl]-4,6-dimethylpyrimidine-2-sulfonamide). As a reaction SMILES: [CH3:1][C:2]1[C:6]([C:7]2[CH:12]=[CH:11][CH:10]=[CH:9][CH:8]=2)=[C:5]([CH3:13])[N:4]([C:14]2[CH:19]=[CH:18][C:17]([CH2:20][CH2:21][NH:22][C:23](=O)[O:24]C3C=CC=CC=3)=[CH:16][CH:15]=2)[N:3]=1.[CH3:32][C:33]1[CH:38]=[C:37]([CH3:39])[N:36]=[C:35]([S:40]([NH2:43])(=[O:42])=[O:41])[N:34]=1>>[CH3:1][C:2]1[C:6]([C:7]2[CH:12]=[CH:11][CH:10]=[CH:9][CH:8]=2)=[C:5]([CH3:13])[N:4]([C:14]2[CH:15]=[CH:16][C:17]([CH2:20][CH2:21][NH:22][C:23]([NH:43][S:40]([C:35]3[N:34]=[C:33]([CH3:32])[CH:38]=[C:37]([CH3:39])[N:36]=3)(=[O:41])=[O:42])=[O:24])=[CH:18][CH:19]=2)[N:3]=1. Reported procedure: The title compound was prepared according to the procedure described in step 1 of Example 42 from phenyl 2-[4-(3,5-dimethyl-4-phenyl-1H-pyrazol-1-yl)phenyl]ethylcarbamate (step 1 of Example 22) and 4,6-dimethylpyrimidine-2-sulfonamide: 1H-NMR (CDCl3) δ 7.46-7.23 (10H, m), 6.82 (1H, br.s), 3.54-3.47 (2H, m), 2.89-2.84 (2H, m), 2.58 (6H, s), 2.33 (3H, s), 2.27 (3H, s).